Dataset: the Open Reaction Database (ORD), a public repository of structured organic reaction records. Task: describe an organic reaction: reactants, conditions, products, and yield Reactants: CuBr, [Li+].[Br-] (LiBr), C(C)(C)(C)OC(=O)C1=CC=C(C=C1)C#CC1=CC=C(C=C1)C(=O)OC(C)(C)C (4,4'-tolan-dicarboxylic acid di-tert.-butyl ester), BrCCBr (1,2-dibromoethane). Reagents/catalysts: [Zn] (Zn). Solvent: C1CCOC1 (THF), C(C)O (ethanol), C1CCOC1 (THF), C(C)O (ethanol). Conditions: time 10 minute. Product: C(C)(C)(C)OC(=O)C1=CC=C(C=C1)\C=C/C1=CC=C(C=C1)C(=O)OC(C)(C)C (Z-4,4'-stilbene dicarboxylic acid di-tert.-butyl ester). Isolated yield 92.1%. As a reaction SMILES: BrCCBr.[Li+].[Br-].[C:7]([O:11][C:12]([C:14]1[CH:19]=[CH:18][C:17]([C:20]#[C:21][C:22]2[CH:27]=[CH:26][C:25]([C:28]([O:30][C:31]([CH3:34])([CH3:33])[CH3:32])=[O:29])=[CH:24][CH:23]=2)=[CH:16][CH:15]=1)=[O:13])([CH3:10])([CH3:9])[CH3:8]>C1COCC1.C(O)C.[Zn]>[C:31]([O:30][C:28]([C:25]1[CH:26]=[CH:27][C:22](/[CH:21]=[CH:20]\[C:17]2[CH:16]=[CH:15][C:14]([C:12]([O:11][C:7]([CH3:10])([CH3:9])[CH3:8])=[O:13])=[CH:19][CH:18]=2)=[CH:23][CH:24]=1)=[O:29])([CH3:34])([CH3:33])[CH3:32] |f:1.2|. Procedure: 52.6 g of Zn and 70 ml of ethanol are heated together with 13 g of 1,2-dibromoethane until evolution of gas ceases. A solution of 13 g of CuBr and 15.8 g of anhydrous LiBr in 70 ml of THF is added at 40° to 50° C. and the reaction mixture is stirred for 10 minutes. A hot solution of 50 g of 4,4'-tolan-dicarboxylic acid di-tert.-butyl ester in 70 ml of ethanol and 130 ml of THF is added and the mixture is heated under reflux for 72 hours. After filtration, the filtrate is concentrated by evaporat... Starting materials: [N+](=O)(O)[O-] (nitric acid), ClC1=CC(=C(C=C1)OS(=O)(=O)C=C)C (Ethenesulfonic acid 4-chloro-2-methylphenyl ester), ice water. The solvent is S(O)(O)(=O)=O (sulphuric acid). Run at temperature 5 celsius, time 1 hour. Yields the product ClC1=CC(=C(C=C1[N+](=O)[O-])OS(=O)(=O)C=C)C (Ethenesulfonic acid 4-chloro-2-methyl-5-nitrophenyl ester). As a reaction SMILES: [Cl:1][C:2]1[CH:7]=[CH:6][C:5]([O:8][S:9]([CH:12]=[CH2:13])(=[O:11])=[O:10])=[C:4]([CH3:14])[CH:3]=1.[N+:15]([O-])([OH:17])=[O:16]>S(=O)(=O)(O)O>[Cl:1][C:2]1[C:7]([N+:15]([O-:17])=[O:16])=[CH:6][C:5]([O:8][S:9]([CH:12]=[CH2:13])(=[O:11])=[O:10])=[C:4]([CH3:14])[CH:3]=1. Procedure: Compound 105 (33.2 g, 142 mmol) was dissolved in cold concentrated sulphuric acid (70 ml) and 98% nitric acid (9.8 g) was added drop wise while cooling to keep the temperature below 10° C. The mixture was stirred for one hour at about 5° C. The mixture was added to ice water and extracted three times with ethyl acetate. The organic phase was washed twice with brine, dried with sodium sulphate and evaporated under reduced pressure. The product was isolated by column chromatography on silica gel e...